From a dataset of the Open Reaction Database (ORD), a public repository of structured organic reaction records. describe an organic reaction: reactants, conditions, products, and yield Starting materials: CC=1C(=NC2=CC=C(C=C2C1C(=O)OC)S(=O)(=O)C)C1=CC(=CC=C1)C(F)(F)F (Methyl 3-methyl-6-(methylsulfonyl)-2-[3-(trifluoromethyl)phenyl]-4-quinolinecarboxylate), C1CC(=O)N(C1=O)Br (NBS), diphenylperoxyanhydride. Run in C(Cl)(Cl)(Cl)Cl (carbon tetrachloride). Conditions: time 8 hour. Product: BrCC=1C(=NC2=CC=C(C=C2C1C(=O)OC)S(=O)(=O)C)C1=CC(=CC=C1)C(F)(F)F (methyl 3-(bromomethyl)-6-(methylsulfonyl)-2-[3-(trifluoromethyl)phenyl]-4-quinolinecarboxylate). Reaction SMILES: [CH3:1][C:2]1[C:3]([C:20]2[CH:25]=[CH:24][CH:23]=[C:22]([C:26]([F:29])([F:28])[F:27])[CH:21]=2)=[N:4][C:5]2[C:10]([C:11]=1[C:12]([O:14][CH3:15])=[O:13])=[CH:9][C:8]([S:16]([CH3:19])(=[O:18])=[O:17])=[CH:7][CH:6]=2.C1C(=O)N([Br:37])C(=O)C1>C(Cl)(Cl)(Cl)Cl>[Br:37][CH2:1][C:2]1[C:3]([C:20]2[CH:25]=[CH:24][CH:23]=[C:22]([C:26]([F:29])([F:27])[F:28])[CH:21]=2)=[N:4][C:5]2[C:10]([C:11]=1[C:12]([O:14][CH3:15])=[O:13])=[CH:9][C:8]([S:16]([CH3:19])(=[O:17])=[O:18])=[CH:7][CH:6]=2. Procedure details: Methyl 3-methyl-6-(methylsulfonyl)-2-[3-(trifluoromethyl)phenyl]-4-quinolinecarboxylate (1.22 g, 2.88 mmol), NBS (0.667 g, 3.75 mmol) and diphenylperoxyanhydride (0.070 g, 0.288 mmol) in carbon tetrachloride (50 mL) were heated to 100° C. and stirred overnight. The mixture was cooled to room temperature, and the solvent was removed in vacuo to afford methyl 3-(bromomethyl)-6-(methylsulfonyl)-2-[3-(trifluoromethyl)phenyl]-4-quinolinecarboxylate. This material was used without further purification...